This data is from the Open Reaction Database (ORD), a public repository of structured organic reaction records. The task is: describe an organic reaction: reactants, conditions, products, and yield Reactants: BrCCF (1-bromo-2-fluoroethane), C(C)(C)(C)OC(NCCC1=NN=NN1)=O ([2-(1H-Tetrazol-5-yl)-ethyl]-carbamic acid tert-butyl ester), C([O-])([O-])=O.[Cs+].[Cs+] (caesium carbonate). Run in CN(C)C=O (DMF). Conditions: time 3 day. Product: titled compound, C(C)(C)(C)OC(NCCC1=NN=NN1CCF)=O ({2-[1-(2-Fluoro-ethyl)-1H-tetrazol-5-yl]-ethyl}-carbamic acid tert-butyl ester). As a reaction SMILES: [C:1]([O:5][C:6](=[O:15])[NH:7][CH2:8][CH2:9][C:10]1[NH:14][N:13]=[N:12][N:11]=1)([CH3:4])([CH3:3])[CH3:2].C(=O)([O-])[O-].[Cs+].[Cs+].Br[CH2:23][CH2:24][F:25]>CN(C=O)C>[C:1]([O:5][C:6](=[O:15])[NH:7][CH2:8][CH2:9][C:10]1[N:14]([CH2:23][CH2:24][F:25])[N:13]=[N:12][N:11]=1)([CH3:4])([CH3:2])[CH3:3] |f:1.2.3|. Procedure details: To a solution comprising [2-(1H-Tetrazol-5-yl)-ethyl]-carbamic acid tert-butyl ester (EP 449523) (0.125 g, 0.586 mmol) in DMF (5 ml) is added caesium carbonate (0.23 g, 0.703 mmol) followed by 1-bromo-2-fluoroethane (0.174 ml, 2.344 mmol) and the reaction mixture is left to stir at room temperature for 3 days. The solvent is removed in vacuo and the crude residue is purified by flash silica chromatography (elution 3:2 increasing to 1:4 hexane/ethyl acetate) to afford the titled compound and {2-[... The reactants are [Li+].[OH-] (LiOH), COC(=O)C=1C=C(C=C(C1)N(C(C(C)C)=O)CC)C1=CC=C(C=C1)C (5-(Ethyl-isobutyryl-amino)-4′-methyl-biphenyl-3-carboxylic acid methyl ester), Cl (HCl). Run in O (water), C1CCOC1 (THF), C1CCOC1 (THF). Conditions: temperature 50 celsius, time 3 hour. The product is C(C)N(C=1C=C(C=C(C1)C1=CC=C(C=C1)C)C(=O)O)C(C(C)C)=O (5-(ethyl-isobutyryl-amino)-4′-methyl-biphenyl-3-carboxylic acid). Yield: 103.9%. As a reaction SMILES: C[O:2][C:3]([C:5]1[CH:6]=[C:7]([C:19]2[CH:24]=[CH:23][C:22]([CH3:25])=[CH:21][CH:20]=2)[CH:8]=[C:9]([N:11]([CH2:17][CH3:18])[C:12](=[O:16])[CH:13]([CH3:15])[CH3:14])[CH:10]=1)=[O:4].[Li+].[OH-].Cl>C1COCC1.O>[CH2:17]([N:11]([C:12](=[O:16])[CH:13]([CH3:15])[CH3:14])[C:9]1[CH:10]=[C:5]([C:3]([OH:4])=[O:2])[CH:6]=[C:7]([C:19]2[CH:20]=[CH:21][C:22]([CH3:25])=[CH:23][CH:24]=2)[CH:8]=1)[CH3:18] |f:1.2|. Procedure details: 5-(Ethyl-isobutyryl-amino)-4′-methyl-biphenyl-3-carboxylic acid methyl ester (0.461 g, 1.36 mmol) was dissolved in THF (10 mL). To this THF solution was added a solution of LiOH (0.342 g) in water (8 mL). The mixture was stirred at 50° C. for three hours, then cooled to room temperature. The mixture was acidified by addition of 1N aqueous HCl and extracted with ethyl acetate. The combined organic extracts were washed with brine, dried over MgSO4, filtered and concentrated under reduced pressure ... Starting materials: N1(N=CN=C1)C1=CC=C(C=C1)O (4-[1,2,4]triazol-1-yl-phenol), C(C)(C)(C)OC(=O)N1[C@H](CCC1)COC1=CC=C(C=C1)I ((R)-2-(4-Iodo-phenoxymethyl)-pyrrolidine-1-carboxylic acid tert-butyl ester). Yields the product C(C)(C)(C)OC(=O)N1[C@H](CCC1)COC1=CC=C(C=C1)OC1=CC=C(C=C1)N1N=CN=C1 ((R)-2-[4-(4-[1,2,4]Triazol-1-yl-phenoxy)-phenoxymethyl]-pyrrolidine-1-carboxylic acid tert-butyl ester). The yield is 69.3%. RXN SMILES: [N:1]1([C:6]2[CH:11]=[CH:10][C:9]([OH:12])=[CH:8][CH:7]=2)[CH:5]=[N:4][CH:3]=[N:2]1.[C:13]([O:17][C:18]([N:20]1[CH2:24][CH2:23][CH2:22][C@@H:21]1[CH2:25][O:26][C:27]1[CH:32]=[CH:31][C:30](I)=[CH:29][CH:28]=1)=[O:19])([CH3:16])([CH3:15])[CH3:14]>>[C:13]([O:17][C:18]([N:20]1[CH2:24][CH2:23][CH2:22][C@@H:21]1[CH2:25][O:26][C:27]1[CH:28]=[CH:29][C:30]([O:12][C:9]2[CH:8]=[CH:7][C:6]([N:1]3[CH:5]=[N:4][CH:3]=[N:2]3)=[CH:11][CH:10]=2)=[CH:31][CH:32]=1)=[O:19])([CH3:16])([CH3:14])[CH3:15]. Reported procedure: The title compound (130 mg, 80%) was prepared from 4-[1,2,4]triazol-1-yl-phenol (0.7 g, 0.43 mmol) and (R)-2-(4-Iodo-phenoxymethyl)-pyrrolidine-1-carboxylic acid tert-butyl ester (0.23 g, 0.56 mmol) using the procedure of Example 146, step 3. The reactants are COCC1COC(=O)N1c1ccc(C(=O)N2CCNCC2)cc1, Clc1cc(Cl)c(Cl)nc1Cl. Yields the product COCC1COC(=O)N1c1ccc(C(=O)N2CCN(c3nc(Cl)c(Cl)cc3Cl)CC2)cc1. As a reaction SMILES: [CH3:1][O:2][CH2:3][CH:4]1[N:5]([c:10]2[cH:11][cH:12][c:13]([C:16](=[O:17])[N:18]3[CH2:19][CH2:20][NH:21][CH2:22][CH2:23]3)[cH:14][cH:15]2)[C:6](=[O:9])[O:7][CH2:8]1.[Cl:24][c:25]1[n:26][c:27]([Cl:33])[c:28]([Cl:32])[cH:29][c:30]1[Cl:31]>>[CH3:1][O:2][CH2:3][CH:4]1[N:5]([c:10]2[cH:11][cH:12][c:13]([C:16](=[O:17])[N:18]3[CH2:19][CH2:20][N:21]([c:27]4[n:26][c:25]([Cl:24])[c:30]([Cl:31])[cH:29][c:28]4[Cl:32])[CH2:22][CH2:23]3)[cH:14][cH:15]2)[C:6](=[O:9])[O:7][CH2:8]1.